This data is from the Open Reaction Database (ORD), a public repository of structured organic reaction records. The task is: describe an organic reaction: reactants, conditions, products, and yield The reactants are [N+](=O)([O-])C1=C(CN(C(OC(C)(C)C)=O)CCC2=NC=CC=C2)C=CC(=C1)C(NCC1OCCC1)=O (tert-Butyl 2-nitro-4-((tetrahydrofuran-2-yl)methylcarbamoyl)benzyl(2-(pyridin-2-yl)ethyl)carbamate), O.O.Cl[Sn]Cl (SnCl2.2H2O). Solvent: C(C)O (ethanol). Run at temperature 50 celsius, time 1 hour. The product is desired intermediate, NC1=C(CN(C(OC(C)(C)C)=O)CCC2=NC=CC=C2)C=CC(=C1)C(NCC1OCCC1)=O (tert-butyl 2-amino-4-((tetrahydrofuran-2-yl)methylcarbamoyl)benzyl(2-(pyridin-2-yl)ethyl)carbamate). As a reaction SMILES: [N+:1]([C:4]1[CH:26]=[C:25]([C:27](=[O:35])[NH:28][CH2:29][CH:30]2[CH2:34][CH2:33][CH2:32][O:31]2)[CH:24]=[CH:23][C:5]=1[CH2:6][N:7]([CH2:15][CH2:16][C:17]1[CH:22]=[CH:21][CH:20]=[CH:19][N:18]=1)[C:8](=[O:14])[O:9][C:10]([CH3:13])([CH3:12])[CH3:11])([O-])=O.O.O.Cl[Sn]Cl>C(O)C>[NH2:1][C:4]1[CH:26]=[C:25]([C:27](=[O:35])[NH:28][CH2:29][CH:30]2[CH2:34][CH2:33][CH2:32][O:31]2)[CH:24]=[CH:23][C:5]=1[CH2:6][N:7]([CH2:15][CH2:16][C:17]1[CH:22]=[CH:21][CH:20]=[CH:19][N:18]=1)[C:8](=[O:14])[O:9][C:10]([CH3:12])([CH3:13])[CH3:11] |f:1.2.3|. Procedure: tert-Butyl 2-nitro-4-((tetrahydrofuran-2-yl)methylcarbamoyl)benzyl(2-(pyridin-2-yl)ethyl)carbamate, from above, (238 mg, 0.492 mmol) and SnCl2.2H2O (279 mg, 1.23 mmol) were suspended in ethanol (1.6 mL) and stirred at 50° C. for 1 hour. The reaction mixture was concentrated to dryness, re-suspended in ethyl acetate, washed with water and brine, dried over anhydrous Na2SO4, concentrated onto silica gel and purified by flash chromatography (20 methanol:1 triethylamine:79 dichloromethane isocratic)...